Dataset: the Open Reaction Database (ORD), a public repository of structured organic reaction records. Task: describe an organic reaction: reactants, conditions, products, and yield Reactants: BrC1=CC=C(CC=2N(C=C(N2)C2=C(C=C(C=C2)Cl)Cl)C2=CC=C(C=C2)N2CC(NS2(=O)=O)=O)C=C1 (5-{-4-[2-(4-Bromo-benzyl)-4-(2,4-dichloro-phenyl)-imidazol-1-yl]-phenyl}-1,2,5-thiadiazolidine-3-one-1,1-dioxide), COC(=O)C=1C=C(C=CC1)B(O)O (3-methoxycarbonylphenylboronic acid). Yields the product COC(=O)C=1C=C(C=CC1)C1=CC=C(C=C1)CC=1N(C=C(N1)C1=C(C=C(C=C1)Cl)Cl)C1=CC=C(C=C1)N1S(NC(C1)=O)(=O)=O (4′-{4-(2,4-dichloro-phenyl)-1-[4-(1,1,4-trioxo-[1,2,5]thiadiazolidin-2-yl)-phenyl]-1H-imidazol-2-ylmethyl}-biphenyl-3-carboxylic acid methyl ester). As a reaction SMILES: Br[C:2]1[CH:35]=[CH:34][C:5]([CH2:6][C:7]2[N:8]([C:20]3[CH:25]=[CH:24][C:23]([N:26]4[S:30](=[O:32])(=[O:31])[NH:29][C:28](=[O:33])[CH2:27]4)=[CH:22][CH:21]=3)[CH:9]=[C:10]([C:12]3[CH:17]=[CH:16][C:15]([Cl:18])=[CH:14][C:13]=3[Cl:19])[N:11]=2)=[CH:4][CH:3]=1.[CH3:36][O:37][C:38]([C:40]1[CH:41]=[C:42](B(O)O)[CH:43]=[CH:44][CH:45]=1)=[O:39]>>[CH3:36][O:37][C:38]([C:40]1[CH:45]=[C:44]([C:2]2[CH:35]=[CH:34][C:5]([CH2:6][C:7]3[N:8]([C:20]4[CH:25]=[CH:24][C:23]([N:26]5[CH2:27][C:28](=[O:33])[NH:29][S:30]5(=[O:32])=[O:31])=[CH:22][CH:21]=4)[CH:9]=[C:10]([C:12]4[CH:17]=[CH:16][C:15]([Cl:18])=[CH:14][C:13]=4[Cl:19])[N:11]=3)=[CH:4][CH:3]=2)[CH:43]=[CH:42][CH:41]=1)=[O:39]. Procedure: 5-{-4-[2-(4-Bromo-benzyl)-4-(2,4-dichloro-phenyl)-imidazol-1-yl]-phenyl}-1,2,5-thiadiazolidine-3-one-1,1-dioxide (119 mg, 0.2 mmol) was treated as described in general procedure G using 3-methoxycarbonylphenylboronic acid (108 mg, 0.6 mmol) to give 4′-{4-(2,4-dichloro-phenyl)-1-[4-(1,1,4-trioxo-[1,2,5]thiadiazolidin-2-yl)-phenyl]-1H-imidazol-2-ylmethyl}-biphenyl-3-carboxylic acid methyl ester. The reactants are CCOC(=O)c1cnn(C(C)(C)C)c1C(F)(F)F, CCO, Cl, [Li+], C1COCCO1, [OH-], O, O, O. Product: CC(C)(C)n1ncc(C(=O)O)c1C(F)(F)F. RXN SMILES: [C:11]([CH3:12])([CH3:13])([CH3:14])[n:15]1[n:16][cH:17][c:18]([C:24](=[O:25])[O:26][CH2:27][CH3:28])[c:19]1[C:20]([F:21])([F:22])[F:23].[CH2:8]([OH:9])[CH3:10].[ClH:33].[Li+:31].[O:1]1[CH2:2][CH2:3][O:4][CH2:5][CH2:6]1.[OH-:30].[OH2:29].[OH2:32].[OH2:7]>>[C:11]([CH3:12])([CH3:13])([CH3:14])[n:15]1[n:16][cH:17][c:18]([C:24](=[O:25])[OH:26])[c:19]1[C:20]([F:21])([F:22])[F:23].